Dataset: the Open Reaction Database (ORD), a public repository of structured organic reaction records. Task: describe an organic reaction: reactants, conditions, products, and yield The reactants are NC1=C(C=C(C(=C1)Cl)Cl)C(=O)C1=CC=CC=C1 ((2-amino-4,5-dichloro-phenyl)-phenyl-methanone), C1(CC1)C(CC(=O)OC)=O (methyl 3-cyclopropyl-3-oxopropanoate). Product: COC(=O)C=1C(=NC2=CC(=C(C=C2C1C1=CC=CC=C1)Cl)Cl)C1CC1 (6,7-Dichloro-2-cyclopropyl-4-phenyl-quinoline-3-carboxylic acid methyl ester). Reaction SMILES: [NH2:1][C:2]1[CH:7]=[C:6]([Cl:8])[C:5]([Cl:9])=[CH:4][C:3]=1[C:10]([C:12]1[CH:17]=[CH:16][CH:15]=[CH:14][CH:13]=1)=O.[CH:18]1([C:21](=O)[CH2:22][C:23]([O:25][CH3:26])=[O:24])[CH2:20][CH2:19]1>>[CH3:26][O:25][C:23]([C:22]1[C:21]([CH:18]2[CH2:20][CH2:19]2)=[N:1][C:2]2[C:3]([C:10]=1[C:12]1[CH:17]=[CH:16][CH:15]=[CH:14][CH:13]=1)=[CH:4][C:5]([Cl:9])=[C:6]([Cl:8])[CH:7]=2)=[O:24]. Procedure details: The title compound was prepared in analogy to example 6 step A from a mixture of (2-amino-4,5-dichloro-phenyl)-phenyl-methanone and methyl 3-cyclopropyl-3-oxopropanoate. Yellow solid. MS (ESI): 372.1 (M+H)+.